This data is from the Open Reaction Database (ORD), a public repository of structured organic reaction records. The task is: describe an organic reaction: reactants, conditions, products, and yield Yields the product Cc1cc(CS(=O)(=O)c2cccc[n+]2[O-])ccc1[N+](=O)[O-]. Reaction SMILES: [C:21]([O:22][OH:24])(=[O:23])[CH3:25].[CH3:1][c:2]1[cH:3][c:4]([CH2:11][S:12](=[O:13])[c:14]2[n+:15]([O-:20])[cH:16][cH:17][cH:18][cH:19]2)[cH:5][cH:6][c:7]1[N+:8](=[O:9])[O-:10].[CH3:26][C:27](=[O:28])[OH:29]>>[CH3:1][c:2]1[cH:3][c:4]([CH2:11][S:12](=[O:13])([c:14]2[n+:15]([O-:20])[cH:16][cH:17][cH:18][cH:19]2)=[O:23])[cH:5][cH:6][c:7]1[N+:8](=[O:9])[O-:10]. The reactants are CC(=O)OO, Cc1cc(CS(=O)c2cccc[n+]2[O-])ccc1[N+](=O)[O-], CC(=O)O. Reactants: Cc1cc(CCC(=O)O)nc(NC(c2ccccc2)(c2ccccc2)c2ccccc2)c1, CCN(C(C)C)C(C)C, Nc1cc(-c2ccc(Cl)cc2)cnc1N, c1ccncc1. Yields the product Cc1cc(CCC(=O)Nc2cc(-c3ccc(Cl)cc3)cnc2N)nc(NC(c2ccccc2)(c2ccccc2)c2ccccc2)c1. RXN SMILES: [CH3:1][c:2]1[cH:3][c:4]([CH2:28][CH2:29][C:30](=[O:31])[OH:32])[n:5][c:6]([NH:8][C:9]([c:10]2[cH:11][cH:12][cH:13][cH:14][cH:15]2)([c:16]2[cH:17][cH:18][cH:19][cH:20][cH:21]2)[c:22]2[cH:23][cH:24][cH:25][cH:26][cH:27]2)[cH:7]1.[CH:48]([N:49]([CH:50]([CH3:51])[CH3:52])[CH2:53][CH3:54])([CH3:55])[CH3:56].[NH2:33][c:34]1[n:35][cH:36][c:37](-[c:41]2[cH:42][cH:43][c:44]([Cl:47])[cH:45][cH:46]2)[cH:38][c:39]1[NH2:40].[cH:57]1[cH:58][cH:59][n:60][cH:61][cH:62]1>>[CH3:1][c:2]1[cH:3][c:4]([CH2:28][CH2:29][C:30](=[O:32])[NH:40][c:39]2[c:34]([NH2:33])[n:35][cH:36][c:37](-[c:41]3[cH:42][cH:43][c:44]([Cl:47])[cH:45][cH:46]3)[cH:38]2)[n:5][c:6]([NH:8][C:9]([c:10]2[cH:11][cH:12][cH:13][cH:14][cH:15]2)([c:16]2[cH:17][cH:18][cH:19][cH:20][cH:21]2)[c:22]2[cH:23][cH:24][cH:25][cH:26][cH:27]2)[cH:7]1. The reactants are C(C)O (ethyl alcohol), C(C)N(CCCN1N=C(C2=CC=CC=C12)N1C(C=2C(C1=O)=CC=CC2)=O)CC (1-(3-diethylaminopropyl)-3-phthalimidoindazole), O.NN (hydrazine hydrate). Run in O (water). Conditions: time 3 hour. Yields the product C(C)N(CCCN1N=C(C2=CC=CC=C12)N)CC (1-(3-diethylaminopropyl)-3-aminoindazole). Isolated yield 82.4%. Reaction SMILES: C(O)C.[CH2:4]([N:6]([CH2:30][CH3:31])[CH2:7][CH2:8][CH2:9][N:10]1[C:18]2[C:13](=[CH:14][CH:15]=[CH:16][CH:17]=2)[C:12]([N:19]2C(=O)C3=CC=CC=C3C2=O)=[N:11]1)[CH3:5].O.NN>O>[CH2:30]([N:6]([CH2:4][CH3:5])[CH2:7][CH2:8][CH2:9][N:10]1[C:18]2[C:13](=[CH:14][CH:15]=[CH:16][CH:17]=2)[C:12]([NH2:19])=[N:11]1)[CH3:31] |f:2.3|. Procedure details: To 70 ml of ethyl alcohol was added 3.30 g of 1-(3-diethylaminopropyl)-3-phthalimidoindazole. The mixture was added with 2.50 g of 85% hydrazine hydrate under cooling with ice and stirred for 3 hours under cooling with ice. The reaction mixture was filtered and the filtrate was condensed under reduced pressure. The condensed residue was added with 20 ml of water and the reaction product was extracted with chloroform. The chloroform layer was extracted with 2N-hydrochloric acid and the pH of the ... As a reaction SMILES: [B:17]([Br:18])([Br:19])[Br:20].[CH2:1]([CH3:2])[O:3][C:4](=[O:5])[c:6]1[o:7][c:8]2[c:9]([cH:10]1)[cH:11][c:12]([O:15][CH3:16])[cH:13][cH:14]2.[Cl:21][CH2:22][Cl:23]>>[CH2:1]([CH3:2])[O:3][C:4](=[O:5])[c:6]1[o:7][c:8]2[c:9]([cH:10]1)[cH:11][c:12]([OH:15])[cH:13][cH:14]2. Product: CCOC(=O)c1cc2cc(O)ccc2o1. Starting materials: BrB(Br)Br, CCOC(=O)c1cc2cc(OC)ccc2o1, ClCCl. Reactants: FC1=CC=C(C=C1)C=1C(=CC=CC1)N (4′-fluoro-(1,1′-biphenyl)-2-amine), ClC1=CC(=C(C=C1)NC(COCC(=O)O)=O)C(=O)OC ((2-([4-chloro-2-(methoxycarbonyl)phenyl]amino)-2-oxoethoxy)acetic acid). The product is ClC=1C=CC(=C(C(=O)O)C1)NC(COCC(=O)NC1=C(C=CC=C1)C1=CC=C(C=C1)F)=O (5-chloro-2-[((2-[(4′-fluorobiphenyl-2-yl)amino]-2-oxoethoxy)acetyl)amino]benzoic acid). RXN SMILES: [F:1][C:2]1[CH:7]=[CH:6][C:5]([C:8]2[C:9]([NH2:14])=[CH:10][CH:11]=[CH:12][CH:13]=2)=[CH:4][CH:3]=1.[Cl:15][C:16]1[CH:21]=[CH:20][C:19]([NH:22][C:23](=[O:30])[CH2:24][O:25][CH2:26][C:27](O)=[O:28])=[C:18]([C:31]([O:33]C)=[O:32])[CH:17]=1>>[Cl:15][C:16]1[CH:21]=[CH:20][C:19]([NH:22][C:23](=[O:30])[CH2:24][O:25][CH2:26][C:27]([NH:14][C:9]2[CH:10]=[CH:11][CH:12]=[CH:13][C:8]=2[C:5]2[CH:4]=[CH:3][C:2]([F:1])=[CH:7][CH:6]=2)=[O:28])=[C:18]([CH:17]=1)[C:31]([OH:33])=[O:32]. Procedure: Using the same method as in Example 1-(ii), 4′-fluoro-(1,1′-biphenyl)-2-amine was reacted with the (2-([4-chloro-2-(methoxycarbonyl)phenyl]amino)-2-oxoethoxy)acetic acid obtained in Example 1-(i) to give 5-chloro-2-[((2-[(4′-fluorobiphenyl-2-yl)amino]-2-oxoethoxy)acetyl)amino]benzoic acid.methyl ester (yield: 60%).